From a dataset of the Open Reaction Database (ORD), a public repository of structured organic reaction records. describe an organic reaction: reactants, conditions, products, and yield The reactants are ClC1=CC=C(C=NO)C=C1 (4-Chloro-benzaldehyde oxime), ClN1C(CCC1=O)=O (N-chlorosuccinimide), NC=1C=C(C(=O)NC2=C(C=C(C=C2C)C(=C)C(F)(F)F)C)C=CC1C#N (3-amino-4-cyano-N-[2,6-dimethyl-4-(1-trifluoromethyl-vinyl)-phenyl]-benzamide). The reagents and catalysts are C(C)N(CC)CC (triethylamine). The solvent is CN(C=O)C (N,N-dimethylformamide), CN(C=O)C (N,N-dimethylformamide), O (water), C(C)(=O)OCC (ethyl acetate). Conditions: time 90 minute. Product: NC=1C=C(C(=O)NC2=C(C=C(C=C2C)C2(CC(=NO2)C2=CC=C(C=C2)Cl)C(F)(F)F)C)C=CC1C#N (3-amino-N-{4-[3-(4-chloro-phenyl)-5-trifluoromethyl-4,5-dihydro-isoxazol-5-yl]-2,6-dimethyl-phenyl}-4-cyano-benzamide). Isolated yield 58.6%. As a reaction SMILES: [Cl:1][C:2]1[CH:10]=[CH:9][C:5]([CH:6]=[N:7][OH:8])=[CH:4][CH:3]=1.ClN1C(=O)CCC1=O.[NH2:19][C:20]1[CH:21]=[C:22]([CH:40]=[CH:41][C:42]=1[C:43]#[N:44])[C:23]([NH:25][C:26]1[C:31]([CH3:32])=[CH:30][C:29]([C:33]([C:35]([F:38])([F:37])[F:36])=[CH2:34])=[CH:28][C:27]=1[CH3:39])=[O:24]>CN(C)C=O.O.C(OCC)(=O)C.C(N(CC)CC)C>[NH2:19][C:20]1[CH:21]=[C:22]([CH:40]=[CH:41][C:42]=1[C:43]#[N:44])[C:23]([NH:25][C:26]1[C:27]([CH3:39])=[CH:28][C:29]([C:33]2([C:35]([F:36])([F:37])[F:38])[O:8][N:7]=[C:6]([C:5]3[CH:9]=[CH:10][C:2]([Cl:1])=[CH:3][CH:4]=3)[CH2:34]2)=[CH:30][C:31]=1[CH3:32])=[O:24]. Procedure details: 4-Chloro-benzaldehyde oxime (6.64 g, 42.70 mmol) and N-chlorosuccinimide (“NCS”) (5.70 g, 42.70 mmol) were dissolved in N,N-dimethylformamide (40 ml). The reaction mixture was stirred at ambient temperature for 90 minutes. A solution of 3-amino-4-cyano-N-[2,6-dimethyl-4-(1-trifluoromethyl-vinyl)-phenyl]-benzamide (4.4 g, 12.20 mmol) (Example I5) and triethylamine (5.95 mL, 0.66 mmol) in N,N-dimethylformamide (40 ml) was added and the reaction mixture was stirred at ambient temperature for 18 hou... The yield is 72.3%. Procedure details: A sample of 7-amino-9a-butyl-6-fluoro-4-methyl-8-nitro-1,2,9,9a-tetrahydro-3H-fluoren-3-one (106 mg, 0.32 mmol) was dissolved in ethanol (13 mL) with slight warming. After cooling to room temperature, the solution was treated with KOAc (31 mg, 32 mmol) and 10% palladium on carbon (31 mg), and the resulting mixture was stirred under an atmosphere of hydrogen for 3.25 hours. The mixture was filtered through a pad of silica gel, washing the product off with 5% MeOH in CH2Cl2. The filtrate and washi... The solvent is C(C)O (ethanol). Reactants: NC1=C(C=C2C3=C(C(CCC3(CC2=C1[N+](=O)[O-])CCCC)=O)C)F (7-amino-9a-butyl-6-fluoro-4-methyl-8-nitro-1,2,9,9a-tetrahydro-3H-fluoren-3-one), CC(=O)[O-].[K+] (KOAc). As a reaction SMILES: [NH2:1][C:2]1[C:14]([N+:15]([O-])=O)=[C:13]2[C:5]([C:6]3[C:11]([CH2:18][CH2:19][CH2:20][CH3:21])([CH2:12]2)[CH2:10][CH2:9][C:8](=[O:22])[C:7]=3[CH3:23])=[CH:4][C:3]=1[F:24].CC([O-])=O.[K+]>C(O)C.[Pd]>[NH2:1][C:2]1[C:14]([NH2:15])=[C:13]2[C:5]([C:6]3[C:11]([CH2:18][CH2:19][CH2:20][CH3:21])([CH2:12]2)[CH2:10][CH2:9][C:8](=[O:22])[C:7]=3[CH3:23])=[CH:4][C:3]=1[F:24] |f:1.2|. The product is NC1=C(C=C2C3=C(C(CCC3(CC2=C1N)CCCC)=O)C)F (7,8-diamino-9a-butyl-6-fluoro-4-methyl-1,2,9,9a-tetrahydro-3H-fluoren-3-one). The reagents and catalysts are [Pd] (palladium on carbon). Reaction conditions: time 3.25 hour. Reactants: ClCCCl, COc1nc(C=CC(=O)O)ccc1-n1cnc(C)c1, CCOC(C)=O, NN1CCCC(c2cc(F)c(F)c(F)c2)C1=O, CN(C)C=O, O, On1nnc2ccccc21. The product is COc1nc(C=CC(=O)NN2CCCC(c3cc(F)c(F)c(F)c3)C2=O)ccc1-n1cnc(C)c1. Reaction SMILES: [CH2:1]([Cl:2])[CH2:3][Cl:4].[CH3:15][O:16][c:17]1[c:18](-[n:28]2[cH:29][n:30][c:31]([CH3:33])[cH:32]2)[cH:19][cH:20][c:21]([CH:23]=[CH:24][C:25](=[O:26])[OH:27])[n:22]1.[CH3:56][CH2:57][O:58][C:59](=[O:60])[CH3:61].[NH2:34][N:35]1[C:36](=[O:50])[CH:37]([c:41]2[cH:42][c:43]([F:49])[c:44]([F:48])[c:45]([F:47])[cH:46]2)[CH2:38][CH2:39][CH2:40]1.[O:51]=[CH:52][N:53]([CH3:54])[CH3:55].[OH2:62].[OH:5][n:6]1[c:7]2[c:8]([cH:9][cH:10][cH:11][cH:12]2)[n:13][n:14]1>>[CH3:15][O:16][c:17]1[c:18](-[n:28]2[cH:29][n:30][c:31]([CH3:33])[cH:32]2)[cH:19][cH:20][c:21]([CH:23]=[CH:24][C:25](=[O:27])[NH:34][N:35]2[C:36](=[O:50])[CH:37]([c:41]3[cH:42][c:43]([F:49])[c:44]([F:48])[c:45]([F:47])[cH:46]3)[CH2:38][CH2:39][CH2:40]2)[n:22]1. Starting materials: [Br-].C[Si](C=1C=C(C[PH3+])C=CC1)(C)C ((m-Trimethylsilylbenzyl)phosphonium bromide), C(=O)C1=CC=C(C(=O)OC)C=C1 (methyl 4-formylbenzoate), C[O-].[Na+].CO (NaOMe methanol), Na. Run in CO (methanol). Conditions: time 17 hour. The product is C[Si](C=1C=C(C=CC1)C=CC1=CC=C(C(=O)OC)C=C1)(C)C (Methyl 4-[(3-Trimethylsilylphenyl)ethenyl]benzoate). Isolated yield 24.7%. RXN SMILES: [Br-].[CH3:2][Si:3]([CH3:13])([CH3:12])[C:4]1[CH:5]=[C:6]([CH:9]=[CH:10][CH:11]=1)[CH2:7][PH3+].[CH:14]([C:16]1[CH:25]=[CH:24][C:19]([C:20]([O:22][CH3:23])=[O:21])=[CH:18][CH:17]=1)=O.C[O-].[Na+].CO>CO>[CH3:2][Si:3]([CH3:13])([CH3:12])[C:4]1[CH:5]=[C:6]([CH:7]=[CH:14][C:16]2[CH:25]=[CH:24][C:19]([C:20]([O:22][CH3:23])=[O:21])=[CH:18][CH:17]=2)[CH:9]=[CH:10][CH:11]=1 |f:0.1,3.4.5|. Procedure details: (m-Trimethylsilylbenzyl)phosphonium bromide (758 mg, 1.50 mmol) and methyl 4-formylbenzoate (258 mg, 1.57 mmol) were added to a NaOMe-methanol solution, which was prepared from 40 mg (1.74 mmol) of Na metal and 15 ml of dry methanol, and the mixture was stirred for 17 hours. The precipitate (trans form) was collected by filtration, washed with a cooled mixture of MeOH and n-hexane, and dried in vacuo to give 115 mg of white crystals. The mother liquors were evaporated and dissolved in CH2Cl2. Th... Reactants: P(OCC)(OCC)OCC (triethyl phosphite), C(C)Cl (ethyl chloride), C(C)(=O)Cl (acetyl chloride), C(C)Cl (Ethyl chloride). Product: C(C)(=O)P(OCC)(OCC)=O (diethyl acetylphosphonate). The yield is 97.7%. Reaction SMILES: [P:1]([O:8][CH2:9][CH3:10])([O:5][CH2:6][CH3:7])[O:2]CC.[C:11](Cl)(=[O:13])[CH3:12].C(Cl)C>>[C:11]([P:1](=[O:2])([O:5][CH2:6][CH3:7])[O:8][CH2:9][CH3:10])(=[O:13])[CH3:12]. Procedure details: 166.2 grams (1 mole) triethyl phosphite was added dropwise with stirring to 78.4 grams (1 mole) of acetyl chloride over a period of 30 minutes at a temperature of 30° to 35° C maintained by cooling. Ethyl chloride was evolved. The temperature was increased to 60° C over the next 1 hour and 15 minutes, at which time the evolution of ethyl chloride was complete. The product was distilled under vacuum yielding 176 grams of diethyl acetylphosphonate (DEAP) in 98% yield, B.P. about 80° C at 5 mm and ... The reactants are C1CCOC1, CI, CON(C)C(=O)C1CCCC(NC(=O)OC(C)(C)C)C1, [H-], [Na+], O. The product is CON(C)C(=O)C1CCCC(N(C)C(=O)OC(C)(C)C)C1. Reaction SMILES: [CH2:26]1[O:27][CH2:28][CH2:29][CH2:30]1.[CH3:23][I:24].[CH3:3][O:4][N:5]([C:6](=[O:7])[CH:8]1[CH2:9][CH:10]([NH:14][C:15]([O:16][C:17]([CH3:18])([CH3:19])[CH3:20])=[O:21])[CH2:11][CH2:12][CH2:13]1)[CH3:22].[H-:2].[Na+:1].[OH2:25]>>[CH3:3][O:4][N:5]([C:6](=[O:7])[CH:8]1[CH2:9][CH:10]([N:14]([C:15]([O:16][C:17]([CH3:18])([CH3:19])[CH3:20])=[O:21])[CH3:23])[CH2:11][CH2:12][CH2:13]1)[CH3:22]. Reactants: COC(CC(CC)=O)=O (3-oxovaleric acid methyl ester), N1CCOCC1 (morpholine). Solvent: CO (methanol). Product: N1(CCOCC1)C(CC(CC)=O)=O (1-(Morpholin-4-yl)pentane-1,3-dione). RXN SMILES: CO[C:3](=[O:9])[CH2:4][C:5](=[O:8])[CH2:6][CH3:7].[NH:10]1[CH2:15][CH2:14][O:13][CH2:12][CH2:11]1>CO>[N:10]1([C:3](=[O:9])[CH2:4][C:5](=[O:8])[CH2:6][CH3:7])[CH2:15][CH2:14][O:13][CH2:12][CH2:11]1. Procedure details: 50.0 g (384 mmol) of 3-oxovaleric acid methyl ester and 35.1 g (403 mmol) of morpholine were heated for 9 h at 110° C., whereby the methanol formed was removed via a distillation bridge. The reaction mixture was then freed of volatile constituents on a rotary evaporator and purified by column chromatography (silica gel, eluent: gradient of ethyl acetate to ethanol). The pure product fractions were freed from solvent on a rotary evaporator and yielded 39.7 g (60%) of a viscous, colorless, clear o...